Dataset: the Open Reaction Database (ORD), a public repository of structured organic reaction records. Task: describe an organic reaction: reactants, conditions, products, and yield Product: N1=C(C=CC=C1)C1=CN=C(S1)C=1C=CC2=C(CC3CCC(C2)C32NS(N(C2)CC(F)(F)F)(=O)=O)C1 (2′,3′,4′,5,5′,6,7,8,9,10-Decahydro-2-(5-(2-pyridyl)-thiazol-2-yl)-5′-(2,2,2-trifluoroethyl)-spiro[6,9-methanobenzocyclooctene-11,3′-[1,2,5]thiadiazole]1′,1′-dioxide). As a reaction SMILES: Br[C:2]1[S:6][C:5]([C:7]2[CH:8]=[CH:9][C:10]3[CH2:17][CH:16]4[C:18]5([CH2:22][N:21]([CH2:23][C:24]([F:27])([F:26])[F:25])[S:20](=[O:29])(=[O:28])[NH:19]5)[CH:13]([CH2:14][CH2:15]4)[CH2:12][C:11]=3[CH:30]=2)=[N:4][CH:3]=1.[N:31]1[CH:36]=[CH:35][CH:34]=[CH:33][C:32]=1B(O)O>>[N:31]1[CH:36]=[CH:35][CH:34]=[CH:33][C:32]=1[C:2]1[S:6][C:5]([C:7]2[CH:8]=[CH:9][C:10]3[CH2:17][CH:16]4[C:18]5([CH2:22][N:21]([CH2:23][C:24]([F:25])([F:26])[F:27])[S:20](=[O:29])(=[O:28])[NH:19]5)[CH:13]([CH2:14][CH2:15]4)[CH2:12][C:11]=3[CH:30]=2)=[N:4][CH:3]=1. The reactants are BrC1=CN=C(S1)C=1C=CC2=C(CC3CCC(C2)C32NS(N(C2)CC(F)(F)F)(=O)=O)C1 (2′,3′,4′,5,5′,6,7,8,9,10-Decahydro-2-(5-bromothiazol-2-yl)-5′-(2,2,2-trifluoroethyl)-spiro[6,9-methanobenzocyclooctene-11,3′-[1,2,5]thiadiazole]1′,1′-dioxide), N1=C(C=CC=C1)B(O)O (2-pyridylboronic acid). Procedure: Prepared using the bromide from Example 36 Step 2 and 2-pyridylboronic acid by the method described for Example 36 Step 3. MS (ES+) 521 ([MH]+).